This data is from the Open Reaction Database (ORD), a public repository of structured organic reaction records. The task is: describe an organic reaction: reactants, conditions, products, and yield Reactants: CC(=O)[O-], CC(=O)[O-], O=S(=O)(c1ccccc1)N(Cc1ccccc1)c1cccc(Br)c1, CC(C)(C)[O-], CC(C)c1cc(C(C)C)c(-c2ccccc2P(C2CCCCC2)C2CCCCC2)c(C(C)C)c1, [Na+], C1COCCO1, [Pd+2], c1ccc(N2CCNCC2)cc1. The product is O=S(=O)(c1ccccc1)N(Cc1ccccc1)c1cccc(N2CCN(c3ccccc3)CC2)c1. Reaction SMILES: [C:83]([O-:84])(=[O:85])[CH3:86].[C:88]([O-:89])(=[O:90])[CH3:91].[CH2:1]([c:2]1[cH:3][cH:4][cH:5][cH:6][cH:7]1)[N:8]([S:9](=[O:10])(=[O:11])[c:12]1[cH:13][cH:14][cH:15][cH:16][cH:17]1)[c:18]1[cH:19][c:20]([Br:24])[cH:21][cH:22][cH:23]1.[CH3:71][C:72]([CH3:73])([O-:74])[CH3:75].[CH:37]1([P:38]([CH:39]2[CH2:40][CH2:41][CH2:42][CH2:43][CH2:44]2)[c:45]2[cH:46][cH:47][cH:48][cH:49][c:50]2-[c:51]2[c:52]([CH:53]([CH3:54])[CH3:55])[cH:56][c:57]([CH:58]([CH3:59])[CH3:60])[cH:61][c:62]2[CH:63]([CH3:64])[CH3:65])[CH2:66][CH2:67][CH2:68][CH2:69][CH2:70]1.[Na+:76].[O:77]1[CH2:78][CH2:79][O:80][CH2:81][CH2:82]1.[Pd+2:87].[c:25]1([N:31]2[CH2:32][CH2:33][NH:34][CH2:35][CH2:36]2)[cH:26][cH:27][cH:28][cH:29][cH:30]1>>[CH2:1]([c:2]1[cH:3][cH:4][cH:5][cH:6][cH:7]1)[N:8]([S:9](=[O:10])(=[O:11])[c:12]1[cH:13][cH:14][cH:15][cH:16][cH:17]1)[c:18]1[cH:19][c:20]([N:34]2[CH2:33][CH2:32][N:31]([c:25]3[cH:26][cH:27][cH:28][cH:29][cH:30]3)[CH2:36][CH2:35]2)[cH:21][cH:22][cH:23]1. Starting materials: [O-]CC.[Na+] (sodium ethoxide), [Na] (sodium), Cl (hydrochloric acid), FC=1C=CC(=C(N(C=O)C)C1)C(CS(=O)(=O)C)=O (5'-fluoro-N-methyl-2'-methylsulphonylacetylformanilide). Solvent: C(C)O (ethanol), C(C)O (ethanol), C(C)O (ethanol). Conditions: time 30 minute. Product: FC1=CC=C2C(C(=CN(C2=C1)C)S(=O)(=O)C)=O (7-fluoro-1-methyl-3-methylsulphonyl-4-quinolone). Reaction SMILES: [O-]CC.[Na+].[Na].[F:6][C:7]1[CH:8]=[CH:9][C:10]([C:17](=[O:23])[CH2:18][S:19]([CH3:22])(=[O:21])=[O:20])=[C:11]([CH:16]=1)[N:12]([CH3:15])[CH:13]=O.Cl>C(O)C>[F:6][C:7]1[CH:16]=[C:11]2[C:10]([C:17](=[O:23])[C:18]([S:19]([CH3:22])(=[O:21])=[O:20])=[CH:13][N:12]2[CH3:15])=[CH:9][CH:8]=1 |f:0.1,^1:4|. Procedure: A solution of sodium ethoxide in ethanol, prepared from sodium metal (2.3 g) and absolute ethanol (50 ml), was added dropwise over 5 minutes to a solution of 5'-fluoro-N-methyl-2'-methylsulphonylacetylformanilide (2.7 g), prepared in a similar manner to that described in Example 11, in absolute ethanol (10 ml) at ambient temperature. The mixture was stirred at this temperature for 30 minutes then added to hydrochloric acid (1M; 100 ml), keeping the temperature below 30°. The mixture was extracte... Reaction SMILES: [CH3:1][c:2]1[n:3]([CH2:11][CH2:12][OH:13])[c:4]2[c:5]([cH:6][n:7][cH:8][cH:9]2)[n:10]1.[Cl:16][CH2:17][C:18]([CH2:19][C:20](=[O:21])[O:22][CH:23]([CH3:24])[CH3:25])=[O:26].[ClH:27].[H-:14].[Na+:15].[O:28]1[CH2:29][CH2:30][CH2:31][CH2:32]1>>[CH3:1][c:2]1[n:3]([CH2:11][CH2:12][O:13][CH2:17][C:18]([CH2:19][C:20](=[O:21])[O:22][CH:23]([CH3:24])[CH3:25])=[O:26])[c:4]2[c:5]([cH:6][n:7][cH:8][cH:9]2)[n:10]1. Product: Cc1nc2cnccc2n1CCOCC(=O)CC(=O)OC(C)C. The reactants are Cc1nc2cnccc2n1CCO, CC(C)OC(=O)CC(=O)CCl, Cl, [H-], [Na+], C1CCOC1. Reactants: C1CCOC1, Cc1csc2c(Cl)cccc12, [Li]CCCC, [Na+], O=C([O-])O, O=S(=O)(Cl)Cl. Yields the product Cc1c(S(=O)(=O)Cl)sc2c(Cl)cccc12. Reaction SMILES: [CH2:27]1[O:28][CH2:29][CH2:30][CH2:31]1.[Cl:6][c:7]1[cH:8][cH:9][cH:10][c:11]2[c:12]1[s:13][cH:14][c:15]2[CH3:16].[Li:1][CH2:2][CH2:3][CH2:4][CH3:5].[Na+:26].[O-:22][C:23]([OH:24])=[O:25].[S:17](=[O:18])(=[O:19])([Cl:20])[Cl:21]>>[Cl:6][c:7]1[cH:8][cH:9][cH:10][c:11]2[c:12]1[s:13][c:14]([S:17](=[O:18])(=[O:19])[Cl:20])[c:15]2[CH3:16].